This data is from the Open Reaction Database (ORD), a public repository of structured organic reaction records. The task is: describe an organic reaction: reactants, conditions, products, and yield Starting materials: COc1cc(N(C=O)c2c(C#N)cnc3c2C=C2N=CN=C2C3)cc(OC)c1OC, O=C([O-])[O-], CC(=O)O, CO, [K+], [K+], O. The product is COc1cc(Nc2c(C#N)cnc3c2C=C2N=CN=C2C3)cc(OC)c1OC. As a reaction SMILES: [C:1](#[N:2])[c:3]1[cH:4][n:5][c:6]2[c:11]([c:12]1[N:13]([CH:14]=[O:15])[c:16]1[cH:17][c:18]([O:26][CH3:27])[c:19]([O:24][CH3:25])[c:20]([O:22][CH3:23])[cH:21]1)[CH:10]=[C:9]1[C:8](=[N:30][CH:29]=[N:28]1)[CH2:7]2.[C:31](=[O:32])([O-:33])[O-:34].[C:37]([OH:38])(=[O:39])[CH3:40].[CH3:41][OH:42].[K+:35].[K+:36].[OH2:43]>>[C:1](#[N:2])[c:3]1[cH:4][n:5][c:6]2[c:11]([c:12]1[NH:13][c:16]1[cH:17][c:18]([O:26][CH3:27])[c:19]([O:24][CH3:25])[c:20]([O:22][CH3:23])[cH:21]1)[CH:10]=[C:9]1[C:8](=[N:30][CH:29]=[N:28]1)[CH2:7]2. The reactants are C1(CCCC2=CC=CC=C12)=O (3,4-dihydro-2H-naphthalen-1-one), CN(C)C(OC)OC (DMF-DMA), CC(C)(C)OC(N(C)C)N(C)C (Bredereck's reagent). The solvent is CC#N (MeCN). Yields the product CN(C)C=C1C(C2=CC=CC=C2CC1)=O (2-Dimethylaminomethylene-3,4-dihydro-2H-naphthalen-1-one). Reaction SMILES: [C:1]1(=[O:11])[C:10]2[C:5](=[CH:6][CH:7]=[CH:8][CH:9]=2)[CH2:4][CH2:3][CH2:2]1.[CH3:12][N:13]([CH:15](OC)OC)[CH3:14].CC(OC(N(C)C)N(C)C)(C)C>CC#N>[CH3:12][N:13]([CH:15]=[C:2]1[CH2:3][CH2:4][C:5]2[C:10](=[CH:9][CH:8]=[CH:7][CH:6]=2)[C:1]1=[O:11])[CH3:14]. Procedure: A solution of 3,4-dihydro-2H-naphthalen-1-one in MeCN and 20 eq. of DMF-DMA were stirred at 90° C. overnight. Thin layer chromatography indicated there is almost no desired product, hence 1.2 equivalents of Bredereck's reagent was added, and the reaction mixture stirred at 80° C. overnight. The solvent was removed under reduced pressure and the crude material was used for the next step with no further purification. Starting materials: CNCCN(C)C, CCOC(C)=O, CNc1nccc(-c2cccnc2Oc2ccc(NC(=O)c3ccc(F)c(C(F)(F)F)c3)cc2C)n1, CN(C)C=O. The product is CNc1nccc(-c2cccnc2Oc2ccc(NC(=O)c3ccc(N(C)CCN(C)C)c(C(F)(F)F)c3)cc2C)n1. As a reaction SMILES: [CH3:37][N:38]([CH2:39][CH2:40][NH:41][CH3:42])[CH3:43].[CH3:49][CH2:50][O:51][C:52](=[O:53])[CH3:54].[F:1][c:2]1[c:3]([C:33]([F:34])([F:35])[F:36])[cH:4][c:5]([C:6](=[O:7])[NH:8][c:9]2[cH:10][c:11]([CH3:30])[c:12]([O:15][c:16]3[n:17][cH:18][cH:19][cH:20][c:21]3-[c:22]3[n:23][c:24]([NH:28][CH3:29])[n:25][cH:26][cH:27]3)[cH:13][cH:14]2)[cH:31][cH:32]1.[O:44]=[CH:45][N:46]([CH3:47])[CH3:48]>>[c:2]1([N:41]([CH2:40][CH2:39][N:38]([CH3:37])[CH3:43])[CH3:42])[c:3]([C:33]([F:34])([F:35])[F:36])[cH:4][c:5]([C:6](=[O:7])[NH:8][c:9]2[cH:10][c:11]([CH3:30])[c:12]([O:15][c:16]3[n:17][cH:18][cH:19][cH:20][c:21]3-[c:22]3[n:23][c:24]([NH:28][CH3:29])[n:25][cH:26][cH:27]3)[cH:13][cH:14]2)[cH:31][cH:32]1. Reactants: step-iii, FC=1C=C(CN2N=C(C(=C2C)C2=CN(C3=NC=C(C=C32)C=3C=CC(=C(C3)NS(=O)(=O)C)OC)S(=O)(=O)C3=CC=C(C)C=C3)C)C=C(C1)F (N-(5-(3-(1-(3,5-difluorobenzyl)-3,5-dimethyl-1H-pyrazol-4-yl)-1-tosyl-1H-pyrrolo[2,3-b]pyridin-5-yl)-2-methoxy phenyl) methanesulfonamide), [OH-].[Li+] (lithium hydroxide). Solvent: C1CCOC1.CO.O (THF Methanol water). The product is FC=1C=C(CN2N=CC(=C2)C2=CNC3=NC=C(C=C32)C=3C=CC(=C(C3)NS(=O)(=O)C)OC)C=C(C1)F (N-(5-(3-(1-(3,5-difluorobenzyl)-1H-pyrazol-4-yl)-1H-pyrrolo[2,3-b]pyridin-5-yl)-2-methoxyphenyl)methanesulfonamide). Isolated yield 1.0%. As a reaction SMILES: [F:1][C:2]1[CH:3]=[C:4]([CH:45]=[C:46]([F:48])[CH:47]=1)[CH2:5][N:6]1[C:10](C)=[C:9]([C:12]2[C:20]3[C:15](=[N:16][CH:17]=[C:18]([C:21]4[CH:22]=[CH:23][C:24]([O:32][CH3:33])=[C:25]([NH:27][S:28]([CH3:31])(=[O:30])=[O:29])[CH:26]=4)[CH:19]=3)[N:14](S(C3C=CC(C)=CC=3)(=O)=O)[CH:13]=2)[C:8](C)=[N:7]1.[OH-].[Li+]>C1COCC1.CO.O>[F:48][C:46]1[CH:45]=[C:4]([CH:3]=[C:2]([F:1])[CH:47]=1)[CH2:5][N:6]1[CH:10]=[C:9]([C:12]2[C:20]3[C:15](=[N:16][CH:17]=[C:18]([C:21]4[CH:22]=[CH:23][C:24]([O:32][CH3:33])=[C:25]([NH:27][S:28]([CH3:31])(=[O:29])=[O:30])[CH:26]=4)[CH:19]=3)[NH:14][CH:13]=2)[CH:8]=[N:7]1 |f:1.2,3.4.5|. Reported procedure: Using similar reaction conditions as described in step-iii of example-1, N-(5-(3-(1-(3,5-difluorobenzyl)-3,5-dimethyl-1H-pyrazol-4-yl)-1-tosyl-1H-pyrrolo[2,3-b]pyridin-5-yl)-2-methoxy phenyl) methanesulfonamide (210 mg, 0.3 mmol) was hydrolyzed by lithium hydroxide (34.2 mg, 0.91 mmol), THF/Methanol/water (4/6/1 mL) to afford 1.6 mg of the titled compound after purification by preparative TLC (SiO2-1000 micron) eluted by 3% MeOH in CHCl3). 1H NMR (CDCl3, 300 MHz): δ 8.9 (b, 1H), 8.5 (s, 1H), 7.8... The reactants are O=C(N=C=S)c1ccccc1, CC(=O)NCc1cccc(-c2csc(N)n2)c1, CC(C)=O. The product is CC(=O)NCc1cccc(-c2csc(NC(=S)NC(=O)c3ccccc3)n2)c1. RXN SMILES: [C:18]([c:19]1[cH:20][cH:21][cH:22][cH:23][cH:24]1)(=[O:25])[N:26]=[C:27]=[S:28].[C:1]([CH3:2])(=[O:3])[NH:4][CH2:5][c:6]1[cH:7][c:8](-[c:12]2[n:13][c:14]([NH2:17])[s:15][cH:16]2)[cH:9][cH:10][cH:11]1.[CH3:29][C:30](=[O:31])[CH3:32]>>[C:1]([CH3:2])(=[O:3])[NH:4][CH2:5][c:6]1[cH:7][c:8](-[c:12]2[n:13][c:14]([NH:17][C:27]([NH:26][C:18]([c:19]3[cH:20][cH:21][cH:22][cH:23][cH:24]3)=[O:25])=[S:28])[s:15][cH:16]2)[cH:9][cH:10][cH:11]1. The reactants are C(C)OC(=O)C1=CNC2=C1N=CN=C2Cl (4-chloro-5H-pyrrolo[3,2-d]pyrimidine-7-carboxylic acid ethyl ester), C1(CC1)COC1=C(C=C(C(=C1)OC)F)B1OC(C(O1)(C)C)(C)C (2-(2-cyclopropylmethoxy-5-fluoro-4-methoxy-phenyl)-4,4,5,5-tetramethyl-[1,3,2]dioxaborolane). Product: C(C)OC(=O)C1=CNC2=C1N=CN=C2C2=C(C=C(C(=C2)F)OC)OCC2CC2 (4-(2-Cyclopropylmethoxy-5-fluoro-4-methoxy-phenyl)-5H-pyrrolo[3,2-d]pyrimidine-7-carboxylic acid ethyl ester). As a reaction SMILES: [CH2:1]([O:3][C:4]([C:6]1[C:10]2[N:11]=[CH:12][N:13]=[C:14](Cl)[C:9]=2[NH:8][CH:7]=1)=[O:5])[CH3:2].[CH:16]1([CH2:19][O:20][C:21]2[CH:26]=[C:25]([O:27][CH3:28])[C:24]([F:29])=[CH:23][C:22]=2B2OC(C)(C)C(C)(C)O2)[CH2:18][CH2:17]1>>[CH2:1]([O:3][C:4]([C:6]1[C:10]2[N:11]=[CH:12][N:13]=[C:14]([C:22]3[CH:23]=[C:24]([F:29])[C:25]([O:27][CH3:28])=[CH:26][C:21]=3[O:20][CH2:19][CH:16]3[CH2:18][CH2:17]3)[C:9]=2[NH:8][CH:7]=1)=[O:5])[CH3:2]. Procedure: Starting from 4-chloro-5H-pyrrolo[3,2-d]pyrimidine-7-carboxylic acid ethyl ester and 2-(2-cyclopropylmethoxy-5-fluoro-4-methoxy-phenyl)-4,4,5,5-tetramethyl-[1,3,2]dioxaborolane (example A42) the title compound is obtained as pale yellow solid. Reactants: O=C1CC2SC(=C(N12)C(=O)OCC1=CC=C(C=C1)[N+](=O)[O-])OC1=CC=C(C=C1)C (4-nitrobenzyl 7-oxo-3-(4-tolyloxy)-4-thia-1-azabicyclo[3,2,0]hept-2-ene-2-carboxylate), C([O-])(O)=O.[Na+] (sodium bicarbonate). Reagents/catalysts: [Pd] (palladium on charcoal). The solvent is O1CCOCC1 (dioxan). Run at time 90 minute. The product is O=C1CC2SC(=C(N12)C(=O)[O-])OC1=CC=C(C=C1)C.[Na+] (Sodium 7-oxo-3-(4-tolyloxy)-4-thia-1-azabicyclo[3,2,0]hept-2-ene-2-carboxylate). As a reaction SMILES: [O:1]=[C:2]1[N:8]2[CH:4]([S:5][C:6]([O:22][C:23]3[CH:28]=[CH:27][C:26]([CH3:29])=[CH:25][CH:24]=3)=[C:7]2[C:9]([O:11]CC2C=CC([N+]([O-])=O)=CC=2)=[O:10])[CH2:3]1.C(=O)(O)[O-].[Na+:34]>O1CCOCC1.[Pd]>[O:1]=[C:2]1[N:8]2[CH:4]([S:5][C:6]([O:22][C:23]3[CH:28]=[CH:27][C:26]([CH3:29])=[CH:25][CH:24]=3)=[C:7]2[C:9]([O-:11])=[O:10])[CH2:3]1.[Na+:34] |f:1.2,5.6|. Procedure details: To a solution of 53 mg of 4-nitrobenzyl 7-oxo-3-(4-tolyloxy)-4-thia-1-azabicyclo[3,2,0]hept-2-ene-2-carboxylate in dioxan was added an aqueous solution of 10 mg of sodium bicarbonate, and 50 mg of palladium on charcoal (10%). The mixture was hydrogenated with shaking at 50 p.s.i. for 90 minutes. The reactants are C(C)C1=C(C=C(S1)C(=O)O)C1=CC=CC=C1 (5-ethyl-4-phenyl-thiophene-2-carboxylic acid), [Li]C (MeLi), [Li]C (MeLi). Solvent: C1CCOC1 (THF). Conditions: time 1 hour. The product is C(C)C1=C(C=C(S1)C(C)=O)C1=CC=CC=C1 (1-(5-ethyl-4-phenyl-thiophen-2-yl)-ethanone). Reaction SMILES: [CH2:1]([C:3]1[S:7][C:6]([C:8]([OH:10])=O)=[CH:5][C:4]=1[C:11]1[CH:16]=[CH:15][CH:14]=[CH:13][CH:12]=1)[CH3:2].[Li][CH3:18]>C1COCC1>[CH2:1]([C:3]1[S:7][C:6]([C:8](=[O:10])[CH3:18])=[CH:5][C:4]=1[C:11]1[CH:16]=[CH:15][CH:14]=[CH:13][CH:12]=1)[CH3:2]. Procedure: At 5° C. a solution of 5-ethyl-4-phenyl-thiophene-2-carboxylic acid (180 mg, 0.775 mmol) in THF (4 mL) is treated with MeLi (0.9 mL, 1.6 M in diethyl ether). The reaction mixture is stirred at rt for 30 min before another portion of MeLi (0.5 mL) is added. Stirring is continued for 1 h, the reaction is quenched by adding water (50 mL) and extracted with EA. The organic extract is dried over MgSO4, the solvent is removed in vacuo, and the crude product is purified by CC on silica gel eluting with... The reactants are BrCC1=CC=C(C=C1)C(C(=O)NC=1C(=C(C=CC1)CCC(=O)OC(C)(C)C)C)C1CCCC1 (tert-butyl 3-[3-({[4-(bromomethyl)phenyl](cyclopentyl)acetyl}amino)-2-methylphenyl]propanoate), [Cl-].[NH4+] (ammonium chloride), [H-].[Na+] (sodium hydride), N1=CNC(C2=CC=CC=C12)=O (quinazolin-4(3H)-one). The solvent is CN(C)C=O (DMF), C1CCCCC1.C(C)(=O)OCC (cyclohexane ethyl acetate), CN(C)C=O (DMF). Reaction conditions: temperature 0 celsius, time 30 minute. The product is C1(CCCC1)C(C(=O)NC=1C(=C(C=CC1)CCC(=O)OC(C)(C)C)C)C1=CC=C(C=C1)CN1C=NC2=CC=CC=C2C1=O (tert-Butyl 3-{3-[(cyclopentyl{4-[(4-oxoquinazolin-3(4H)-yl)methyl]phenyl}acetyl)amino]-2-methylphenyl}propanoate). As a reaction SMILES: [H-].[Na+].[N:3]1[C:12]2[C:7](=[CH:8][CH:9]=[CH:10][CH:11]=2)[C:6](=[O:13])[NH:5][CH:4]=1.Br[CH2:15][C:16]1[CH:21]=[CH:20][C:19]([CH:22]([CH:42]2[CH2:46][CH2:45][CH2:44][CH2:43]2)[C:23]([NH:25][C:26]2[C:27]([CH3:41])=[C:28]([CH2:32][CH2:33][C:34]([O:36][C:37]([CH3:40])([CH3:39])[CH3:38])=[O:35])[CH:29]=[CH:30][CH:31]=2)=[O:24])=[CH:18][CH:17]=1.[Cl-].[NH4+]>CN(C=O)C.C1CCCCC1.C(OCC)(=O)C>[CH:42]1([CH:22]([C:19]2[CH:20]=[CH:21][C:16]([CH2:15][N:5]3[C:6](=[O:13])[C:7]4[C:12](=[CH:11][CH:10]=[CH:9][CH:8]=4)[N:3]=[CH:4]3)=[CH:17][CH:18]=2)[C:23]([NH:25][C:26]2[C:27]([CH3:41])=[C:28]([CH2:32][CH2:33][C:34]([O:36][C:37]([CH3:40])([CH3:39])[CH3:38])=[O:35])[CH:29]=[CH:30][CH:31]=2)=[O:24])[CH2:43][CH2:44][CH2:45][CH2:46]1 |f:0.1,4.5,7.8|. Procedure details: 15 mg (0.39 mmol, content 60%) of sodium hydride were added to a solution of 34 mg (0.23 mmol) of quinazolin-4(3H)-one in 5 ml of DMF, and the mixture was stirred under an atmosphere of argon at 0° C. for 30 min. 100 mg (0.19 mmol) of tert-butyl 3-[3-({[4-(bromomethyl)phenyl](cyclopentyl)acetyl}amino)-2-methylphenyl]propanoate, dissolved in 1 ml of DMF, were then added to the reaction solution, and the latter was slowly warmed to toom temperature. After the reaction had gone to completion (monit...